Dataset: the Open Reaction Database (ORD), a public repository of structured organic reaction records. Task: describe an organic reaction: reactants, conditions, products, and yield Starting materials: BrCc1ccccc1, O=C([O-])[O-], CCC(C)=O, [Cs+], [Cs+], O, O=C1Nc2ccccc2C1(O)c1ccccc1. Yields the product O=C1N(Cc2ccccc2)c2ccccc2C1(O)c1ccccc1. Reaction SMILES: [Br:24][CH2:25][c:26]1[cH:27][cH:28][cH:29][cH:30][cH:31]1.[C:18](=[O:19])([O-:20])[O-:21].[CH3:33][C:34](=[O:35])[CH2:36][CH3:37].[Cs+:22].[Cs+:23].[OH2:32].[OH:1][C:2]1([c:12]2[cH:13][cH:14][cH:15][cH:16][cH:17]2)[C:3](=[O:11])[NH:4][c:5]2[cH:6][cH:7][cH:8][cH:9][c:10]21>>[OH:1][C:2]1([c:12]2[cH:13][cH:14][cH:15][cH:16][cH:17]2)[C:3](=[O:11])[N:4]([CH2:25][c:26]2[cH:27][cH:28][cH:29][cH:30][cH:31]2)[c:5]2[cH:6][cH:7][cH:8][cH:9][c:10]21.